Dataset: the Open Reaction Database (ORD), a public repository of structured organic reaction records. Task: describe an organic reaction: reactants, conditions, products, and yield Product: IC1=NC=NC(=C1N)OC1=CC=CC=C1 (4-iodo-6-phenoxypyrimidin-5-amine). Procedure details: 4,6-Diiodopyrimidin-5-amine (2.2 g) was dissolved in 1-methyl-2-pyrrolidone (11.5 mL), phenol (656 mg) and potassium carbonate (964 mg) were added, and the mixture was stirred at 100° C. for 16 hrs. After cooling to room temperature, the mixture was diluted with ethyl acetate (200 mL) and washed successively with water (100 mL) and saturated brine (100 mL). The organic layer was dried over magnesium sulfate and concentrated under reduced pressure. The residue was separated and purified by silica... The solvent is C(C)(=O)OCC (ethyl acetate), CN1C(CCC1)=O (1-methyl-2-pyrrolidone). Conditions: temperature 100 celsius, time 16 hour. Yield: 100.7%. Reactants: C1(=CC=CC=C1)O (phenol), C([O-])([O-])=O.[K+].[K+] (potassium carbonate), IC1=NC=NC(=C1N)I (4,6-Diiodopyrimidin-5-amine). As a reaction SMILES: [I:1][C:2]1[C:7]([NH2:8])=[C:6](I)[N:5]=[CH:4][N:3]=1.[C:10]1([OH:16])[CH:15]=[CH:14][CH:13]=[CH:12][CH:11]=1.C(=O)([O-])[O-].[K+].[K+]>CN1CCCC1=O.C(OCC)(=O)C>[I:1][C:2]1[C:7]([NH2:8])=[C:6]([O:16][C:10]2[CH:15]=[CH:14][CH:13]=[CH:12][CH:11]=2)[N:5]=[CH:4][N:3]=1 |f:2.3.4|. Reactants: C(CC)(=O)C(C(=O)OCC1=CC=CC=C1)=CC1=CC(=CC=C1)Cl (benzyl 2-propionyl-3-(3-chlorophenyl)acrylate), N\C(=C/C(=O)OCCC#N)\C (2-cyanoethyl 3-aminocrotonate). Run in CC(C)O (2-propanol). Product: ClC=1C=C(C=CC1)C1C(=C(NC(=C1C(=O)OCCC#N)C)CC)C(=O)OCC1=CC=CC=C1 (3-benzyl 5-(2-cyanoethyl) 4-(3-chlorophenyl)-2-ethyl-6-methyl-1,4-dihydropyridine-3,5-dicarboxylate). Reaction SMILES: [C:1]([C:5](=[CH:16][C:17]1[CH:22]=[CH:21][CH:20]=[C:19]([Cl:23])[CH:18]=1)[C:6]([O:8][CH2:9][C:10]1[CH:15]=[CH:14][CH:13]=[CH:12][CH:11]=1)=[O:7])(=O)[CH2:2][CH3:3].[NH2:24]/[C:25](/[CH3:34])=[CH:26]\[C:27]([O:29][CH2:30][CH2:31][C:32]#[N:33])=[O:28]>CC(O)C>[Cl:23][C:19]1[CH:18]=[C:17]([CH:16]2[C:26]([C:27]([O:29][CH2:30][CH2:31][C:32]#[N:33])=[O:28])=[C:25]([CH3:34])[NH:24][C:1]([CH2:2][CH3:3])=[C:5]2[C:6]([O:8][CH2:9][C:10]2[CH:15]=[CH:14][CH:13]=[CH:12][CH:11]=2)=[O:7])[CH:22]=[CH:21][CH:20]=1. Procedure details: 1.00 g (3.08 mmol) of benzyl 2-propionyl-3-(3-chlorophenyl)acrylate (mixture of E:Z=1:1) and 475 mg (3.08 mmol) of 2-cyanoethyl 3-aminocrotonate were heated under reflux in 10 ml of 2-propanol at 80° C. for 2 days. 2-Propanol was evaporated under reduced pressure, and the residue was purified by the silica gel chromatography (dichloromethane/methanol=100/1) to obtain the title compound. Reactants: OCCC=1NC(=C(N1)C)C=1C=C(C(=O)N2CCC(CC2)C2=CC=C(C#N)C=C2)C=CC1C (4-(1-(3-(2-(2-hydroxyethyl)-4-methyl-1H-imidazol-5-yl)-4-methylbenzoyl)piperidin-4-yl)benzonitrile), OCCC=1NC(=C(N1)C)C=1C=C(C(=O)N2CCC(CC2)C2=CC=C(C#N)C=C2)C=CC1C (4-(1-(3-(2-(2-hydroxyethyl)-4-methyl-1H-imidazol-5-yl)-4-methylbenzoyl)piperidin-4-yl)benzonitrile), S(=O)(Cl)Cl (Thionyl chloride). Run in ClCCl (dichloromethane). Reaction conditions: time 3 hour. The product is ClCCC=1NC(=C(N1)C)C=1C=C(C(=O)N2CCC(CC2)C2=CC=C(C#N)C=C2)C=CC1C (4-(1-(3-(2-(2-Chloroethyl)-4-methyl-1H-imidazol-5-yl)-4-methylbenzoyl)piperidin-4-yl)benzonitrile). Reaction SMILES: O[CH2:2][CH2:3][C:4]1[NH:5][C:6]([C:10]2[CH:11]=[C:12]([CH:29]=[CH:30][C:31]=2[CH3:32])[C:13]([N:15]2[CH2:20][CH2:19][CH:18]([C:21]3[CH:28]=[CH:27][C:24]([C:25]#[N:26])=[CH:23][CH:22]=3)[CH2:17][CH2:16]2)=[O:14])=[C:7]([CH3:9])[N:8]=1.S(Cl)([Cl:35])=O>ClCCl>[Cl:35][CH2:2][CH2:3][C:4]1[NH:5][C:6]([C:10]2[CH:11]=[C:12]([CH:29]=[CH:30][C:31]=2[CH3:32])[C:13]([N:15]2[CH2:20][CH2:19][CH:18]([C:21]3[CH:28]=[CH:27][C:24]([C:25]#[N:26])=[CH:23][CH:22]=3)[CH2:17][CH2:16]2)=[O:14])=[C:7]([CH3:9])[N:8]=1. Procedure: Into a 50-mL round-bottom flask, was placed a solution of 4-(1-(3-(2-(2-hydroxyethyl)-4-methyl-1H-imidazol-5-yl)-4-methylbenzoyl)piperidin-4-yl)benzonitrile (compound 23, 75 mg, 0.18 mmol) in dichloromethane (5 mL). Thionyl chloride (25 μL, 0.35 mmol) was added and the resulting solution was stirred for 3 h at room temperature. The solvents were carefully removed under reduced pressure to yield 50 mg (crude) of the title compound as a yellow solid.